This data is from the Open Reaction Database (ORD), a public repository of structured organic reaction records. The task is: describe an organic reaction: reactants, conditions, products, and yield As a reaction SMILES: O[C:2]1[C:11]2[C:6](=[C:7]([O:12][CH3:13])[CH:8]=[CH:9][CH:10]=2)[N:5]=[C:4]([C:14]([F:17])([F:16])[F:15])[CH:3]=1.O=P(Cl)(Cl)[Cl:20]>CN(C=O)C>[Cl:20][C:2]1[C:11]2[C:6](=[C:7]([O:12][CH3:13])[CH:8]=[CH:9][CH:10]=2)[N:5]=[C:4]([C:14]([F:17])([F:16])[F:15])[CH:3]=1. Product: ClC1=CC(=NC2=C(C=CC=C12)OC)C(F)(F)F (4-Chloro-8-methoxy-2-(trifluoromethyl)quinoline). Run in CN(C)C=O (DMF). Conditions: time 8 hour. The reactants are OC1=CC(=NC2=C(C=CC=C12)OC)C(F)(F)F (4-Hydroxy-8-methoxy-2-trifluoromethylquinoline), O=P(Cl)(Cl)Cl (POCl3), ice H2O. Procedure details: 4-Hydroxy-8-methoxy-2-trifluoromethylquinoline (18.77 g) is dissolved in. 450 mL 8:1 C2Cl2:DMF. POCl3 (50 mL) is added dropwise and the reaction is allowed to stir overnight. The reaction is then poured into 500 mL ice/H2O and the aqueous is extracted 2× with CH2Cl2. The organic portions are combined, washed 1× with brine, dried over MgSO4, and evaporated. The resulting oil crystallizes upon standing. The solid is recrystallized from 95% EtOH. A second crop of crystals could be obtained by conce... Starting materials: C(Cl)C1CO1 (epichlorohydrin), N1C(CCC1)=O (2-Pyrrolidinone), B(F)(F)F (Boron trifluoride), C(CCC)[Li] (Butyllithium). The solvent is C1CCOC1 (THF). Conditions: temperature -78 celsius, time 10 minute. Yields the product ClCC(CN1C(CCC1)=O)O (1-(3-chloro-2-hydroxypropyl)pyrrolidin-2-one). The yield is 16.4%. Reaction SMILES: [NH:1]1[CH2:5][CH2:4][CH2:3][C:2]1=[O:6].C([Li])CCC.B(F)(F)F.[CH2:16]([CH:18]1[O:20][CH2:19]1)[Cl:17]>C1COCC1>[Cl:17][CH2:16][CH:18]([OH:20])[CH2:19][N:1]1[CH2:5][CH2:4][CH2:3][C:2]1=[O:6]. Procedure details: 2-Pyrrolidinone (4.47 g, 52.5 mmol) was mixed with THF (25 mL) and cooled to −78° C. Butyllithium (1.6 M in hexanes) (32.8 mL, 52.5 mmol) was added slowly then and the mixture was agitated for 10 minutes. Boron trifluoride ethereate (6.59 mL, 52.5 mmol) was added dropwise, followed by dropwise addition of epichlorohydrin (4.11 mL, 52.5 mmol). The resulting mixture was allowed to warm up overnight, then cooled and quenched with saturated sodium bicarbonate solution, and extracted 3 times with eth... The reactants are C=O (paraformaldehyde), aldehyde, C1(=CC=CC=C1)O (phenol), alicyclic hydrocarbon diamine, ( 1 ), 3(4),8(9), NCC12C3(CCC(C2CCC1)C3)CN (bis(aminomethyl)tricyclo[5,2,1,02,6]decane), C1(=CC=CC=C1)O (phenol). Solvent: C(Cl)(Cl)Cl (chloroform), C(Cl)(Cl)Cl (chloroform). Run at temperature 60 celsius. Product: O1NCCC2=C1C=CC=C2 (dihydro benzoxazine), ( 2 ). RXN SMILES: [NH2:1][CH2:2][C:3]12CCCC1C1CC2(CN)CC1.[C:15]1([OH:21])[CH:20]=[CH:19][CH:18]=[CH:17][CH:16]=1.C=O>C(Cl)(Cl)Cl>[O:21]1[C:15]2[CH:20]=[CH:19][CH:18]=[CH:17][C:16]=2[CH2:3][CH2:2][NH:1]1. Procedure: One mole of 3(4),8(9),-bis(aminomethyl)tricyclo[5,2,1,02,6]decane as saturated alicyclic hydrocarbon diamine compound having a condensed ring structure, two moles of phenol as the phenol compound represented by Formula (1), as well as, 4 moles of paraformaldehyde as aldehyde compound and 1500 g of chloroform were mixed. This mixture was heated to 60° C. under stirring, and the reaction was carried out for 6 hours since chloroform started circulating. After the end of the reaction, the reaction m... Starting materials: ClC1=CC=C(CC=2N=C(SC2C2=NN=CN2)C=2C(=NN3C2C=C(C=C3)C=O)C)C=C1 (3-[4-(4-chlorobenzyl)-5-(4H-1,2,4-triazol-3-yl)-1,3-thiazol-2-yl]-2-methylpyrazolo[1,5-a]pyridine-5-carbaldehyde), C(C)(=O)O (acetic acid), C(Cl)Cl (methylene chloride), COC1=C(CN)C=CC(=C1)OC (2,4-dimethoxybenzylamine), C(C)(=O)O[BH-](OC(C)=O)OC(C)=O.[Na+] (sodium triacetoxyborohydride), C(=O)(O)[O-].[Na+] (NaHCO3). Conditions: time 16 hour. Product: ClC1=CC=C(CC=2N=C(SC2C2=NN=CN2)C=2C(=NN3C2C=C(C=C3)CNCC3=C(C=C(C=C3)OC)OC)C)C=C1 (1-{3-[4-(4-Chlorobenzyl)-5-(4H-1,2,4-triazol-3-yl)-1,3-thiazol-2-yl]-2-methylpyrazolo[1,5-a]pyridin-5-yl}-N-(2,4-dimethoxybenzyl)methanamine). Isolated yield 62.3%. As a reaction SMILES: [Cl:1][C:2]1[CH:30]=[CH:29][C:5]([CH2:6][C:7]2[N:8]=[C:9]([C:17]3[C:18]([CH3:28])=[N:19][N:20]4[CH:25]=[CH:24][C:23]([CH:26]=O)=[CH:22][C:21]=34)[S:10][C:11]=2[C:12]2[NH:16][CH:15]=[N:14][N:13]=2)=[CH:4][CH:3]=1.C(O)(=O)C.C(Cl)Cl.[CH3:38][O:39][C:40]1[CH:47]=[C:46]([O:48][CH3:49])[CH:45]=[CH:44][C:41]=1[CH2:42][NH2:43].C(O[BH-](OC(=O)C)OC(=O)C)(=O)C.[Na+].C([O-])(O)=O.[Na+]>>[Cl:1][C:2]1[CH:30]=[CH:29][C:5]([CH2:6][C:7]2[N:8]=[C:9]([C:17]3[C:18]([CH3:28])=[N:19][N:20]4[CH:25]=[CH:24][C:23]([CH2:26][NH:43][CH2:42][C:41]5[CH:44]=[CH:45][C:46]([O:48][CH3:49])=[CH:47][C:40]=5[O:39][CH3:38])=[CH:22][C:21]=34)[S:10][C:11]=2[C:12]2[NH:16][CH:15]=[N:14][N:13]=2)=[CH:4][CH:3]=1 |f:4.5,6.7|. Reported procedure: To a suspension of 3-[4-(4-chlorobenzyl)-5-(4H-1,2,4-triazol-3-yl)-1,3-thiazol-2-yl]-2-methylpyrazolo[1,5-a]pyridine-5-carbaldehyde (0.300 g, 0.690 mmol) in acetic acid (0.20 mL, 3.5 mmol) and dry methylene chloride (10 mL, 200 mmol) was added 2,4-dimethoxybenzylamine (0.207 mL, 1.38 mmol), followed by additional of sodium triacetoxyborohydride (0.363 g, 1.71 mmol). The mixture was stirred at rt. for 16 hours. The mixture was basified with NaHCO3 solution to =pH 8 then extracted with DCM. The DC...